From a dataset of the Open Reaction Database (ORD), a public repository of structured organic reaction records. describe an organic reaction: reactants, conditions, products, and yield The reactants are C1CCOC1, COC(=O)c1ccccc1NC(=O)COc1ccc(Cl)cc1Cl, CCOC(C)=O, Cl, O. The product is O=C(COc1ccc(Cl)cc1Cl)Nc1ccccc1C(=O)O. Reaction SMILES: [CH2:31]1[O:32][CH2:33][CH2:34][CH2:35]1.[CH3:1][O:2][C:3]([c:4]1[c:5]([NH:10][C:11]([CH2:12][O:13][c:14]2[c:15]([Cl:21])[cH:16][c:17]([Cl:20])[cH:18][cH:19]2)=[O:22])[cH:6][cH:7][cH:8][cH:9]1)=[O:23].[CH3:25][CH2:26][O:27][C:28](=[O:29])[CH3:30].[ClH:24].[OH2:36]>>[O:2]=[C:3]([c:4]1[c:5]([NH:10][C:11]([CH2:12][O:13][c:14]2[c:15]([Cl:21])[cH:16][c:17]([Cl:20])[cH:18][cH:19]2)=[O:22])[cH:6][cH:7][cH:8][cH:9]1)[OH:23]. The reactants are C(C)(=O)C1=CC=CC=C1 (acetophenone), C(C)(=O)C1=CC=CC=C1 (acetophenone), C(CCCCCCCCCCCCCCCCC)(=O)OC (methyl stearate), C(CCCCCCCCCCCCCCCCC)(=O)O (stearic acid), CC(C)([O-])C.[Na+] (sodium tert-butoxide), C(CCCCCCCCCCCCCCCCC)(=O)OC (methyl stearate). Yield: 67.0%. The solvent is C1(=CC=CC=C1)C(C)C (cumene). Procedure: In a procedure analogous to Example 6, acetophenone was condensed with methyl stearate in cumene using sodium tert-butoxide (15.6 g, 0.163 mol). The acetophenone (15.0 g; 0.125 mol) was added over a period of 28 min, and no methanol was removed from the mixture by distillation. Crude SBM (44.76 g) was obtained. This crude was not purified by crystallization. It was possible, however, to quantitate the amount of SBM present by running a proton NMR spectrum at 54° C. of a sample dissolved in deute... Reaction SMILES: [C:1]([C:4]1[CH:9]=[CH:8][CH:7]=[CH:6][CH:5]=1)(=[O:3])[CH3:2].[C:10]([O:29]C)(=O)[CH2:11][CH2:12][CH2:13][CH2:14][CH2:15][CH2:16][CH2:17][CH2:18][CH2:19][CH2:20][CH2:21][CH2:22][CH2:23][CH2:24][CH2:25][CH2:26]C.[CH3:31]C(C)([O-])C.[Na+].C(O)(=O)CCCCCCCCCCCCCCCCC>C1(C(C)C)C=CC=CC=1>[C:1]([CH2:2][CH2:26][CH2:25][CH2:24][CH2:23][CH2:22][CH2:21][CH2:20][CH2:19][CH2:18][CH2:17][CH2:16][CH2:15][CH2:14][CH2:13][CH2:12][CH2:11][C:10]([CH3:31])=[O:29])(=[O:3])[C:4]1[CH:9]=[CH:8][CH:7]=[CH:6][CH:5]=1 |f:2.3|. Yields the product C(C1=CC=CC=C1)(=O)CCCCCCCCCCCCCCCCCC(=O)C (Benzoylstearoylmethane). Reactants: Cl.NO (hydroxylamine hydrochloride), COC(C(C(C)=O)C(C1=CC=C(C=C1)Br)=O)=O (2-(4-bromo-benzoyl)-3-oxo-butyric acid methyl ester), C(=O)(O)[O-].[Na+] (NaHCO3). Run in C(C)(=O)O (acetic acid). Conditions: temperature 115 celsius, time 1 hour. Product: COC(=O)C=1C(=NOC1C1=CC=C(C=C1)Br)C (5-(4-Bromo-phenyl)-3-methyl-isoxazole-4-carboxylic acid methyl ester). As a reaction SMILES: [CH3:1][O:2][C:3](=[O:17])[CH:4]([C:8](=[O:16])[C:9]1[CH:14]=[CH:13][C:12]([Br:15])=[CH:11][CH:10]=1)[C:5](=O)[CH3:6].Cl.[NH2:19]O.C([O-])(O)=O.[Na+]>C(O)(=O)C>[CH3:1][O:2][C:3]([C:4]1[C:5]([CH3:6])=[N:19][O:16][C:8]=1[C:9]1[CH:14]=[CH:13][C:12]([Br:15])=[CH:11][CH:10]=1)=[O:17] |f:1.2,3.4|. Reported procedure: To a mixture of 2-(4-bromo-benzoyl)-3-oxo-butyric acid methyl ester (11 g, 39 mmol) in acetic acid (50 mL) was added hydroxylamine hydrochloride (2.66 g, 39 mmol), and the reaction was stirred at 115° C. for 1 hours. After cooling, saturated aqueous NaHCO3 was added to the mixture to adjust to pH 8. The solution was extracted with EtOAc, and the combined organic layers were washed with brine, dried, filtered, and concentrated to give the title compound. Starting materials: NC1=CC=CC2=CC=CC(=C12)N (1,8-Diaminonaphthalene), CC(CCCCCCCCCCC)=O (2-tridecanone), O.C1(=CC=C(C=C1)S(=O)(=O)O)C (p-toluenesulfonic acid monohydrate). Run in C1(=CC=CC=C1)C (toluene). The product is N1CNC2=CC=CC3=CC=CC1=C23 (dihydroperimidine). RXN SMILES: [NH2:1][C:2]1[C:11]2[C:6](=[CH:7][CH:8]=[CH:9][C:10]=2[NH2:12])[CH:5]=[CH:4][CH:3]=1.[CH3:13]C(=O)CCCCCCCCCCC.O.C1(C)C=CC(S(O)(=O)=O)=CC=1>C1(C)C=CC=CC=1>[NH:1]1[C:2]2=[C:11]3[C:6](=[CH:5][CH:4]=[CH:3]2)[CH:7]=[CH:8][CH:9]=[C:10]3[NH:12][CH2:13]1 |f:2.3|. Procedure details: 1,8-Diaminonaphthalene of 26.05 g, 32.66 g of 2-tridecanone, 55 mg of p-toluenesulfonic acid monohydrate, and 250 ml of toluene were mixed with stirring. The reaction mixture was refluxed with heating under a nitrogen atmosphere and was allowed to react for 5 hrs. using Dean-Stark trap to remove water from the reaction mixture Thereafter, the mixture was washed with aqueous saturated sodium hydrogen carbonate solution, dried using potassium carbonate anhydride, filtered and solvent was removed u... Reactants: Cl.N[C@H](CCCCN)C(=O)O (D-lysine hydrochloride), N(=[N+]=[N-])C(=O)OCC1C2=CC=CC=C2C=2C=CC=CC12 (9-fluorenylmethyl azidoformate). Solvent: C([O-])([O-])=O.[Na+].[Na+] (sodium carbonate), CC(=O)C (acetone), CC(=O)C (acetone), O (water). The product is C1=CC=CC=2C3=CC=CC=C3C(C12)COC(=O)N[C@H](CCCCNC(=O)OCC1C2=CC=CC=C2C=2C=CC=CC12)C(=O)O (N,N'-Bis-(9-Fluorenylmethyloxycarbonyl)-D-Lysine). RXN SMILES: Cl.[NH2:2][C@@H:3]([C:9]([OH:11])=[O:10])[CH2:4][CH2:5][CH2:6][CH2:7][NH2:8].N([C:15]([O:17][CH2:18][CH:19]1[C:31]2[CH:30]=[CH:29][CH:28]=[CH:27][C:26]=2[C:25]2[C:20]1=[CH:21][CH:22]=[CH:23][CH:24]=2)=[O:16])=[N+]=[N-]>C(=O)([O-])[O-].[Na+].[Na+].CC(C)=O.O>[CH:30]1[C:31]2[CH:19]([CH2:18][O:17][C:15]([NH:2][C@@H:3]([C:9]([OH:11])=[O:10])[CH2:4][CH2:5][CH2:6][CH2:7][NH:8][C:15]([O:17][CH2:18][CH:19]3[C:20]4[CH:21]=[CH:22][CH:23]=[CH:24][C:25]=4[C:26]4[C:31]3=[CH:30][CH:29]=[CH:28][CH:27]=4)=[O:16])=[O:16])[C:20]3[C:25](=[CH:24][CH:23]=[CH:22][CH:21]=3)[C:26]=2[CH:27]=[CH:28][CH:29]=1 |f:0.1,3.4.5|. Reported procedure: To a stirred solution of D-lysine hydrochloride (4.5 g) in 175 ml of a sodium carbonate solution (10% in water):acetone (6:1) solution is added dropwise a solution of 9-fluorenylmethyl azidoformate in acetone (150 ml). After 16 hours the mixture is diluted with water and washed three times with hexane. The mixture is then acidified with concentrated hydrochloric acid and extracted three times with ethyl acetate. The ethyl acetate solution is washed successively with dilute hydrochloric acid, wat... Starting materials: N1(CC(=C(CC1)C1=CC=NC=C1)C(=O)OCC)C(=O)OC(C)(C)C (1-(1,1-dimethylethyl) 3-ethyl 5,6-dihydro-4,4′-bipyridine-1,3(2H)-dicarboxylate), [Mg] (magnesium). Run in CO (MeOH). Yields the product N1=CC=C(C=C1)[C@@H]1[C@@H](CN(CC1)C(=O)OC(C)(C)C)C(=O)OCC (cis-1-(1,1-Dimethylethyl) 3-ethyl 4-(4-pyridinyl)-1,3-piperidinedicarboxylate). RXN SMILES: [N:1]1([C:18]([O:20][C:21]([CH3:24])([CH3:23])[CH3:22])=[O:19])[CH2:6][CH2:5][C:4]([C:7]2[CH:12]=[CH:11][N:10]=[CH:9][CH:8]=2)=[C:3]([C:13]([O:15][CH2:16][CH3:17])=[O:14])[CH2:2]1.[Mg]>CO>[N:10]1[CH:11]=[CH:12][C:7]([C@H:4]2[CH2:5][CH2:6][N:1]([C:18]([O:20][C:21]([CH3:22])([CH3:23])[CH3:24])=[O:19])[CH2:2][C@H:3]2[C:13]([O:15][CH2:16][CH3:17])=[O:14])=[CH:8][CH:9]=1. Procedure details: To a MeOH solution (0.2 M) of 1-(1,1-dimethylethyl) 3-ethyl 5,6-dihydro-4,4′-bipyridine-1,3(2H)-dicarboxylate (1 eq.) from the previous step was added magnesium turnings (3 eq.). The suspension was evacuated and back-filled with N2. Finally, the reaction mixture was sonicated at RT for 2 h during which the magnesium turnings disappeared. The reaction was then quenched with the addition of EtOAc and 1 N aq. NaOH. The aqueous layer was separated and back-extracted with EtOAc. The combined organic ... Yields the product COC(=O)c1c(Oc2nc(OC)cc(OC)n2)ccc2c(C)noc12. The reactants are O=C([O-])[O-], COc1cc(OC)nc(S(C)(=O)=O)n1, CN(C)C=O, [K+], [K+], O, COC(=O)c1c(O)ccc2c(C)noc12. RXN SMILES: [C:30](=[O:31])([O-:32])[O-:33].[CH3:16][O:17][c:18]1[n:19][c:20]([S:26]([CH3:27])(=[O:28])=[O:29])[n:21][c:22]([O:24][CH3:25])[cH:23]1.[CH3:37][N:38]([CH3:39])[CH:40]=[O:41].[K+:34].[K+:35].[OH2:36].[OH:1][c:2]1[c:3]([C:12](=[O:13])[O:14][CH3:15])[c:4]2[c:5]([c:6]([CH3:9])[n:7][o:8]2)[cH:10][cH:11]1>>[O:1]([c:2]1[c:3]([C:12](=[O:13])[O:14][CH3:15])[c:4]2[c:5]([c:6]([CH3:9])[n:7][o:8]2)[cH:10][cH:11]1)[c:20]1[n:19][c:18]([O:17][CH3:16])[cH:23][c:22]([O:24][CH3:25])[n:21]1.